Dataset: the Open Reaction Database (ORD), a public repository of structured organic reaction records. Task: describe an organic reaction: reactants, conditions, products, and yield Reactants: O=C1CCC(=O)N1Br, ClCCl, CSc1ccc(C(CC2CCCC2)C(=O)O)cc1, Nc1nccs1, c1ccc(P(c2ccccc2)c2ccccc2)cc1. Yields the product CSc1ccc(C(CC2CCCC2)C(=O)Nc2nccs2)cc1. Reaction SMILES: [Br:38][N:39]1[C:40](=[O:41])[CH2:42][CH2:43][C:44]1=[O:45].[CH2:52]([Cl:53])[Cl:54].[CH:1]1([CH2:6][CH:7]([C:8](=[O:9])[OH:10])[c:11]2[cH:12][cH:13][c:14]([S:17][CH3:18])[cH:15][cH:16]2)[CH2:2][CH2:3][CH2:4][CH2:5]1.[NH2:46][c:47]1[s:48][cH:49][cH:50][n:51]1.[c:19]1([P:20]([c:21]2[cH:22][cH:23][cH:24][cH:25][cH:26]2)[c:27]2[cH:28][cH:29][cH:30][cH:31][cH:32]2)[cH:33][cH:34][cH:35][cH:36][cH:37]1>>[CH:1]1([CH2:6][CH:7]([C:8](=[O:10])[NH:46][c:47]2[s:48][cH:49][cH:50][n:51]2)[c:11]2[cH:12][cH:13][c:14]([S:17][CH3:18])[cH:15][cH:16]2)[CH2:2][CH2:3][CH2:4][CH2:5]1. Reactants: C(C)(C)(C)OC(=O)N1CC(CCC1)NC(=O)C1CN(C2=CC=CC=C12)S(=O)(=O)C1=CC=C(C2=CC=CC=C12)OC (3-{[1-(4-Methoxy-naphthalene-1-sulfonyl)-2,3-dihydro-1H-indole-3-carbonyl]-amino}-piperidine-1-carboxylic acid tert-butyl ester), FC(C(=O)O)(F)F (trifluoroacetic acid). Run in ClCCl (dichloromethane). The product is N1CC(CCC1)NC(=O)C1CN(C2=CC=CC=C12)S(=O)(=O)C1=CC=C(C2=CC=CC=C12)OC (1-(4-Methoxy-naphthalene-1-sulfonyl)-2,3-dihydro-1H-indole-3-carboxylic acid piperidin-3-ylamide). The yield is 77.8%. RXN SMILES: C(OC([N:8]1[CH2:13][CH2:12][CH2:11][CH:10]([NH:14][C:15]([CH:17]2[C:25]3[C:20](=[CH:21][CH:22]=[CH:23][CH:24]=3)[N:19]([S:26]([C:29]3[C:38]4[C:33](=[CH:34][CH:35]=[CH:36][CH:37]=4)[C:32]([O:39][CH3:40])=[CH:31][CH:30]=3)(=[O:28])=[O:27])[CH2:18]2)=[O:16])[CH2:9]1)=O)(C)(C)C.FC(F)(F)C(O)=O>ClCCl>[NH:8]1[CH2:13][CH2:12][CH2:11][CH:10]([NH:14][C:15]([CH:17]2[C:25]3[C:20](=[CH:21][CH:22]=[CH:23][CH:24]=3)[N:19]([S:26]([C:29]3[C:38]4[C:33](=[CH:34][CH:35]=[CH:36][CH:37]=4)[C:32]([O:39][CH3:40])=[CH:31][CH:30]=3)(=[O:28])=[O:27])[CH2:18]2)=[O:16])[CH2:9]1. Procedure: To a solution of (A) (500 mg, 0.99 mmol) in dichloromethane (12 cm3) was added, with stirring, trifluoroacetic acid (2 cm3). The reaction was then allowed to stir at room temperature for 3 h, after which the solvents were removed by evaporation under reduced pressure. Dichloromethane (40 cm3) was added to the residue and the mixture was then washed with saturated aqueous sodium bicarbonate solution (30 cm3) followed by water (30 cm3) and saturated sodium chloride solution (50 cm3). The resulting... Starting materials: CC(=O)O[BH-](OC(C)=O)OC(C)=O, CCn1cc(C=O)cn1, CC#N, ClCCCl, ClCCl, Cl, OCC1CCN(c2ncccc2N2CCNCC2)CC1, [Na+], [Na+], [OH-]. Product: Cl, CCn1cc(CN2CCN(c3cccnc3N3CCC(CO)CC3)CC2)cn1. As a reaction SMILES: [C:30]([O:31][BH-:32]([O:33][C:34](=[O:35])[CH3:36])[O:37][C:38](=[O:39])[CH3:40])(=[O:41])[CH3:42].[CH2:21]([CH3:22])[n:23]1[n:24][cH:25][c:26]([CH:28]=[O:29])[cH:27]1.[CH3:51][C:52]#[N:53].[Cl:47][CH2:48][CH2:49][Cl:50].[Cl:54][CH2:55][Cl:56].[ClH:46].[N:1]1([c:7]2[c:8]([N:13]3[CH2:14][CH2:15][CH:16]([CH2:19][OH:20])[CH2:17][CH2:18]3)[n:9][cH:10][cH:11][cH:12]2)[CH2:2][CH2:3][NH:4][CH2:5][CH2:6]1.[Na+:43].[Na+:45].[OH-:44]>>[ClH:46].[N:1]1([c:7]2[c:8]([N:13]3[CH2:14][CH2:15][CH:16]([CH2:19][OH:20])[CH2:17][CH2:18]3)[n:9][cH:10][cH:11][cH:12]2)[CH2:2][CH2:3][N:4]([CH2:28][c:26]2[cH:25][n:24][n:23]([CH2:21][CH3:22])[cH:27]2)[CH2:5][CH2:6]1. Reactants: O.[OH-].[Li+] (Lithium hydroxide monohydrate), O.C(C)O (water ethanol), C(C)OC(C(=NO)C(C1=CC=C(C=C1)OCC1=NC2=CC=CC=C2C=C1)C1=CC=C(C=C1)OCC1=NC2=CC=CC=C2C=C1)=O (bis(4-(2-quinolylmethoxy)phenyl)-methyloximinoacetic acid ethyl ester). Run in C1CCOC1 (THF), C(C)O (ethanol), O (water). Reaction conditions: time 1 hour. The product is N1=C(C=CC2=CC=CC=C12)COC1=CC=C(C=C1)C(C1=CC=C(C=C1)OCC1=NC2=CC=CC=C2C=C1)C(C(=O)O)=NO (bis(4-(2-quinolylmethoxy)phenyl)methyloximinoacetic acid). The yield is 85.3%. As a reaction SMILES: O.[OH-].[Li+].O.C(O)C.C([O:10][C:11](=[O:52])[C:12]([CH:15]([C:34]1[CH:39]=[CH:38][C:37]([O:40][CH2:41][C:42]2[CH:51]=[CH:50][C:49]3[C:44](=[CH:45][CH:46]=[CH:47][CH:48]=3)[N:43]=2)=[CH:36][CH:35]=1)[C:16]1[CH:21]=[CH:20][C:19]([O:22][CH2:23][C:24]2[CH:33]=[CH:32][C:31]3[C:26](=[CH:27][CH:28]=[CH:29][CH:30]=3)[N:25]=2)=[CH:18][CH:17]=1)=[N:13][OH:14])C>C1COCC1.C(O)C.O>[N:25]1[C:26]2[C:31](=[CH:30][CH:29]=[CH:28][CH:27]=2)[CH:32]=[CH:33][C:24]=1[CH2:23][O:22][C:19]1[CH:20]=[CH:21][C:16]([CH:15]([C:12](=[N:13][OH:14])[C:11]([OH:52])=[O:10])[C:34]2[CH:35]=[CH:36][C:37]([O:40][CH2:41][C:42]3[CH:51]=[CH:50][C:49]4[C:44](=[CH:45][CH:46]=[CH:47][CH:48]=4)[N:43]=3)=[CH:38][CH:39]=2)=[CH:17][CH:18]=1 |f:0.1.2,3.4|. Procedure: Lithium hydroxide monohydrate (1.4 g, 33.4 mmol) in 1:1 water-ethanol (20 mL) was added a solution of bis(4-(2-quinolylmethoxy)phenyl)-methyloximinoacetic acid ethyl ester (8.5 g, 14.2 mmol), prepared as in Example 3, in THF (80 mL) and ethanol (10 mL). The turbid reaction was stirred for 1 hour, and then was diluted with water (80 mL). The aqueous layer was washed with 1:1 ether-hexane (50 mL) and then filtered to remove fine solids. The filtrate was acidified to pH 4 with 1N HCl, and the preci... Starting materials: CC#N, NC(=O)CI, CC(O)C1C(=O)N2C(C(=O)OCc3ccc([N+](=O)[O-])cc3)=C(SC3CC(Cn4ccnc4)N(C(=O)OCc4ccc([N+](=O)[O-])cc4)C3)C(C)C12. The product is [I-], CC(O)C1C(=O)N2C(C(=O)OCc3ccc([N+](=O)[O-])cc3)=C(SC3CC(C[n+]4ccn(CC(N)=O)c4)N(C(=O)OCc4ccc([N+](=O)[O-])cc4)C3)C(C)C12. RXN SMILES: [CH3:56][C:57]#[N:58].[I:51][CH2:52][C:53](=[O:54])[NH2:55].[OH:1][CH:2]([CH3:3])[CH:4]1[CH:5]2[CH:6]([CH3:50])[C:7]([S:25][CH:26]3[CH2:27][CH:28]([CH2:44][n:45]4[cH:46][n:47][cH:48][cH:49]4)[N:29]([C:31](=[O:32])[O:33][CH2:34][c:35]4[cH:36][cH:37][c:38]([N+:41](=[O:42])[O-:43])[cH:39][cH:40]4)[CH2:30]3)=[C:8]([C:12](=[O:13])[O:14][CH2:15][c:16]3[cH:17][cH:18][c:19]([N+:22](=[O:23])[O-:24])[cH:20][cH:21]3)[N:9]2[C:10]1=[O:11]>>[I-:51].[OH:1][CH:2]([CH3:3])[CH:4]1[CH:5]2[CH:6]([CH3:50])[C:7]([S:25][CH:26]3[CH2:27][CH:28]([CH2:44][n+:45]4[cH:46][n:47]([CH2:52][C:53](=[O:54])[NH2:55])[cH:48][cH:49]4)[N:29]([C:31](=[O:32])[O:33][CH2:34][c:35]4[cH:36][cH:37][c:38]([N+:41](=[O:42])[O-:43])[cH:39][cH:40]4)[CH2:30]3)=[C:8]([C:12](=[O:13])[O:14][CH2:15][c:16]3[cH:17][cH:18][c:19]([N+:22](=[O:23])[O-:24])[cH:20][cH:21]3)[N:9]2[C:10]1=[O:11]. Yield: 16.9%. Yields the product BrC=1C=CC=2N(C1)C(=C(N2)C)C (6-Bromo-2,3-dimethylimidazo[1,2-a]pyridine). Solvent: C(C)O (ethanol), O (water). Reactants: NC1=NC=C(C=C1)Br (2-amino-5-bromopyridine), C(O)([O-])=O.[Na+] (sodium hydrogen carbonate), BrC(C(C)=O)C (3-bromobutan-2-one), C([O-])([O-])=O.[K+].[K+] (potassium carbonate). Procedure: 13.53 mL (130.06 mmol) of 3-bromobutan-2-one are added to a mixture, stirred at 20° C., of 5 g (28.90 mmol) of 2-amino-5-bromopyridine and 4.85 g (57.80 mmol) of sodium hydrogen carbonate in 100 mL of ethanol. The mixture is refluxed for 12 hours and then concentrated under reduced pressure. The mixture obtained is taken up in 100 mL of water. The pH of the solution is basified by successive additions of potassium carbonate. The mixture is then extracted with 3×50 mL of ethyl acetate. The combin... Reaction SMILES: Br[CH:2]([CH3:6])[C:3](=O)[CH3:4].[NH2:7][C:8]1[CH:13]=[CH:12][C:11]([Br:14])=[CH:10][N:9]=1.C(=O)([O-])O.[Na+].C(=O)([O-])[O-].[K+].[K+]>C(O)C.O>[Br:14][C:11]1[CH:12]=[CH:13][C:8]2[N:9]([C:2]([CH3:6])=[C:3]([CH3:4])[N:7]=2)[CH:10]=1 |f:2.3,4.5.6|.